From a dataset of the Open Reaction Database (ORD), a public repository of structured organic reaction records. describe an organic reaction: reactants, conditions, products, and yield Starting materials: CC(=O)[O-], CCO, [H][H], [NH4+], CCCCCCCCCCCCCCCCC(C(=O)NC1=NN(c2ccccc2)C(=O)C1)S(=O)(=O)O. RXN SMILES: [CH3:38][C:39](=[O:40])[O-:41].[CH3:44][CH2:45][OH:46].[H:42][H:43].[NH4+:37].[c:1]1([N:7]2[N:8]=[C:9]([NH:13][C:14]([CH:15]([CH2:16][CH2:17][CH2:18][CH2:19][CH2:20][CH2:21][CH2:22][CH2:23][CH2:24][CH2:25][CH2:26][CH2:27][CH2:28][CH2:29][CH2:30][CH3:31])[S:32](=[O:33])(=[O:34])[OH:35])=[O:36])[CH2:10][C:11]2=[O:12])[cH:2][cH:3][cH:4][cH:5][cH:6]1>>[c:1]1([N:7]2[N:8]=[C:9]([NH:13][C:14]([CH:15]([CH2:16][CH2:17][CH2:18][CH2:19][CH2:20][CH2:21][CH2:22][CH2:23][CH2:24][CH2:25][CH2:26][CH2:27][CH2:28][CH2:29][CH2:30][CH3:31])[S:32](=[O:33])(=[O:34])[OH:35])=[O:36])[CH:10]([CH3:38])[C:11]2=[O:12])[cH:2][cH:3][cH:4][cH:5][cH:6]1. Product: CCCCCCCCCCCCCCCCC(C(=O)NC1=NN(c2ccccc2)C(=O)C1C)S(=O)(=O)O. Starting materials: OB(O)c1ccc(Br)cc1, O=C([O-])[O-], Cc1ccccc1, Nc1ccccc1I, [Na+], [Na+], c1ccc(P(c2ccccc2)(c2ccccc2)[Pd](P(c2ccccc2)(c2ccccc2)c2ccccc2)(P(c2ccccc2)(c2ccccc2)c2ccccc2)P(c2ccccc2)(c2ccccc2)c2ccccc2)cc1. Product: Nc1ccccc1-c1ccc(Br)cc1. Reaction SMILES: [Br:1][c:2]1[cH:3][cH:4][c:5]([B:8]([OH:9])[OH:10])[cH:6][cH:7]1.[C:11](=[O:12])([O-:13])[O-:14].[CH3:25][c:26]1[cH:27][cH:28][cH:29][cH:30][cH:31]1.[I:17][c:18]1[c:19]([NH2:20])[cH:21][cH:22][cH:23][cH:24]1.[Na+:15].[Na+:16].[cH:32]1[cH:33][cH:34][c:35]([P:36]([Pd:37]([P:38]([c:39]2[cH:40][cH:41][cH:42][cH:43][cH:44]2)([c:45]2[cH:46][cH:47][cH:48][cH:49][cH:50]2)[c:51]2[cH:52][cH:53][cH:54][cH:55][cH:56]2)([P:57]([c:58]2[cH:59][cH:60][cH:61][cH:62][cH:63]2)([c:64]2[cH:65][cH:66][cH:67][cH:68][cH:69]2)[c:70]2[cH:71][cH:72][cH:73][cH:74][cH:75]2)[P:76]([c:77]2[cH:78][cH:79][cH:80][cH:81][cH:82]2)([c:83]2[cH:84][cH:85][cH:86][cH:87][cH:88]2)[c:89]2[cH:90][cH:91][cH:92][cH:93][cH:94]2)([c:95]2[cH:96][cH:97][cH:98][cH:99][cH:100]2)[c:101]2[cH:102][cH:103][cH:104][cH:105][cH:106]2)[cH:107][cH:108]1>>[Br:1][c:2]1[cH:3][cH:4][c:5](-[c:18]2[c:19]([NH2:20])[cH:21][cH:22][cH:23][cH:24]2)[cH:6][cH:7]1. As a reaction SMILES: [CH2:10]([Li:11])[CH2:12][CH2:13][CH3:14].[CH2:1]([CH3:2])[O:3][CH:4]([C:5]#[CH:6])[O:7][CH2:8][CH3:9].[CH2:30]1[O:31][CH2:32][CH2:33][CH2:34]1.[CH3:15][CH2:16][CH2:17][CH2:18][CH2:19][CH3:20].[F:21][C:22]([C:23](=[O:24])[O:25][CH2:26][CH3:27])([F:28])[F:29]>>[CH2:1]([CH3:2])[O:3][CH:4]([C:5]#[C:6][C:23]([C:22]([F:21])([F:28])[F:29])=[O:24])[O:7][CH2:8][CH3:9]. Yields the product CCOC(C#CC(=O)C(F)(F)F)OCC. Starting materials: [Li]CCCC, C#CC(OCC)OCC, C1CCOC1, CCCCCC, CCOC(=O)C(F)(F)F. The reactants are CC(C(N)=O)N1C(=O)C(Br)(Br)c2cc(Cl)ccc21, CC(=O)O, [Zn]. Yields the product CC(C(N)=O)N1C(=O)Cc2cc(Cl)ccc21. RXN SMILES: [Br:1][C:2]1([Br:18])[C:3](=[O:17])[N:4]([CH:12]([C:13](=[O:14])[NH2:15])[CH3:16])[c:5]2[cH:6][cH:7][c:8]([Cl:11])[cH:9][c:10]21.[C:19]([OH:20])(=[O:21])[CH3:22].[Zn:23]>>[CH2:2]1[C:3](=[O:17])[N:4]([CH:12]([C:13](=[O:14])[NH2:15])[CH3:16])[c:5]2[cH:6][cH:7][c:8]([Cl:11])[cH:9][c:10]21. Reactants: CCN1C(=O)NC(=O)C(C)(NC(=O)c2cc(F)c(F)c(F)c2F)C1=O, CCC1(N)C(=O)NC(=O)N(C(C)C)C1=O. Yields the product CCC1(NC(=O)c2cc(F)c(F)c(F)c2F)C(=O)NC(=O)N(C(C)C)C1=O. Reaction SMILES: [CH2:1]([N:2]1[C:3](=[O:4])[C:5]([NH:6][C:12]([c:13]2[c:14]([F:22])[c:15]([F:21])[c:16]([F:20])[c:17]([F:19])[cH:18]2)=[O:23])([CH3:7])[C:8](=[O:9])[NH:10][C:11]1=[O:24])[CH3:25].[NH2:26][C:27]1([CH2:39][CH3:40])[C:28](=[O:38])[NH:29][C:30](=[O:37])[N:31]([CH:34]([CH3:35])[CH3:36])[C:32]1=[O:33]>>[C:12]([c:13]1[c:14]([F:22])[c:15]([F:21])[c:16]([F:20])[c:17]([F:19])[cH:18]1)(=[O:23])[NH:26][C:27]1([CH2:39][CH3:40])[C:28](=[O:38])[NH:29][C:30](=[O:37])[N:31]([CH:34]([CH3:35])[CH3:36])[C:32]1=[O:33].